describe an organic reaction: reactants, conditions, products, and yield From a dataset of the Open Reaction Database (ORD), a public repository of structured organic reaction records. The reactants are [OH-].[Na+] (sodium hydroxide), C(C)OC(=O)C=1C=C(C=CC1)C=1C(=CC=CC1)C1=C(C=CC=C1)OCC1=CC=CC=C1 (2-Benzyloxy-[1,1′;2′,1″]terphenyl-3″-carboxylic acid ethyl ester), O (Water). Run in C(C)O (ethanol). Reaction conditions: temperature 50 celsius. Yields the product C(C1=CC=CC=C1)OC1=C(C=CC=C1)C=1C(=CC=CC1)C1=CC(=CC=C1)C(=O)O (2-Benzyloxy-[1,1′;2′,1″]terphenyl-3″-carboxylic acid). As a reaction SMILES: C([O:3][C:4]([C:6]1[CH:7]=[C:8]([C:12]2[C:13]([C:18]3[CH:23]=[CH:22][CH:21]=[CH:20][C:19]=3[O:24][CH2:25][C:26]3[CH:31]=[CH:30][CH:29]=[CH:28][CH:27]=3)=[CH:14][CH:15]=[CH:16][CH:17]=2)[CH:9]=[CH:10][CH:11]=1)=[O:5])C.[OH-].[Na+].O>C(O)C>[CH2:25]([O:24][C:19]1[CH:20]=[CH:21][CH:22]=[CH:23][C:18]=1[C:13]1[C:12]([C:8]2[CH:9]=[CH:10][CH:11]=[C:6]([C:4]([OH:5])=[O:3])[CH:7]=2)=[CH:17][CH:16]=[CH:15][CH:14]=1)[C:26]1[CH:31]=[CH:30][CH:29]=[CH:28][CH:27]=1 |f:1.2|. Procedure: 2-Benzyloxy-[1,1′;2′,1″]terphenyl-3″-carboxylic acid ethyl ester (84 mg, 0.206 mmol) was dissolved in ethanol (2 ml) and 2M sodium hydroxide (0.5 ml) added. The mixture was stirred and heated to 50° C. for 4 h. Water was added and the mixture extracted with isohexane. The aqueous layer was acidified with 2M hydrochloric acid and extracted with diethyl ether (2×10 ml). The combined organic phases were washed with water, dried (MgSO4) and evaporated. The oil was triturated with isohexane and the r... Starting materials: C(C)(C)(C)C1=CC=C(C=O)C=C1 (4-tert-butylbenzaldehyde), [BH4-].[Na+] (sodium borohydride), Cl (HCl), Cl.FC=1C=C(C=C(C1)C(F)(F)F)CCN (2-(3-fluoro-5-trifluoromethyl -phenyl)-ethylamine hydrochloride), C([O-])([O-])=O.[K+].[K+] (potassium carbonate). Solvent: CO (methanol). Conditions: time 30 minute. Yields the product C(C)(C)(C)C1=CC=C(CNCCC2=CC(=CC(=C2)C(F)(F)F)F)C=C1 ((4-tert-butyl-benzyl)-[2-(3-fluoro-5-trifluoromethyl-phenyl)-ethyl]-amine). The yield is 90.0%. Reaction SMILES: [C:1]([C:5]1[CH:12]=[CH:11][C:8]([CH:9]=O)=[CH:7][CH:6]=1)([CH3:4])([CH3:3])[CH3:2].Cl.[F:14][C:15]1[CH:16]=[C:17]([CH2:25][CH2:26][NH2:27])[CH:18]=[C:19]([C:21]([F:24])([F:23])[F:22])[CH:20]=1.C(=O)([O-])[O-].[K+].[K+].[BH4-].[Na+].Cl>CO>[C:1]([C:5]1[CH:12]=[CH:11][C:8]([CH2:9][NH:27][CH2:26][CH2:25][C:17]2[CH:18]=[C:19]([C:21]([F:22])([F:23])[F:24])[CH:20]=[C:15]([F:14])[CH:16]=2)=[CH:7][CH:6]=1)([CH3:4])([CH3:3])[CH3:2] |f:1.2,3.4.5,6.7|. Reported procedure: 3.1 ml of 4-tert-butylbenzaldehyde (18.47 mmol), 3 g of 2-(3-fluoro-5-trifluoromethyl -phenyl)-ethylamine hydrochloride (12.3 mmol) and 1.7 g of potassium carbonate (12.3 mmol) were suspended in 36 ml methanol at rt, and after stirring for 30 min at rt, were refluxed for 2 h. After cooling down to rt, 700 mg (18.47 mmol) of sodium borohydride were added and after stirring for 5 min at rt, the reaction mixture was refluxed for 2.5 h. After cooling down to rt, the reaction mixture was treated with... Reactants: O=C([O-])O, CCOC(=O)CN, CC(C)C(C)(C(=O)Cl)C(C)C, Cl, [Na+], O. Yields the product CCOC(=O)CNC(=O)C(C)(C(C)C)C(C)C. RXN SMILES: [C:1](=[O:2])([OH:3])[O-:4].[CH2:7]([CH3:8])[O:9][C:10]([CH2:11][NH2:12])=[O:13].[CH3:14][C:15]([C:16](=[O:17])[Cl:18])([CH:19]([CH3:20])[CH3:21])[CH:22]([CH3:23])[CH3:24].[ClH:6].[Na+:5].[OH2:25]>>[CH2:7]([CH3:8])[O:9][C:10]([CH2:11][NH:12][C:16]([C:15]([CH3:14])([CH:19]([CH3:20])[CH3:21])[CH:22]([CH3:23])[CH3:24])=[O:17])=[O:13]. Reactants: C(C1=CC=CC=C1)Br (Benzyl bromide), FC1=CC=C(C=C1)C1=C(NC=C1C)C(=O)OCC (ethyl 3-(4-fluorophenyl)-4-methyl-1H-pyrrole-2-carboxylate), [H-].[Na+] (NaH). Run in CN(C)C=O (DMF), CN(C)C=O (DMF). Run at temperature 0 celsius, time 15 minute. Product: C(C1=CC=CC=C1)N1C(=C(C(=C1)C)C1=CC=C(C=C1)F)C(=O)OCC (Ethyl 1-benzyl-3-(4-fluorophenyl)-4-methyl-1H-pyrrole-2-carboxylate). Yield: 86.5%. RXN SMILES: [F:1][C:2]1[CH:7]=[CH:6][C:5]([C:8]2[C:12]([CH3:13])=[CH:11][NH:10][C:9]=2[C:14]([O:16][CH2:17][CH3:18])=[O:15])=[CH:4][CH:3]=1.[H-].[Na+].[CH2:21](Br)[C:22]1[CH:27]=[CH:26][CH:25]=[CH:24][CH:23]=1>CN(C=O)C>[CH2:21]([N:10]1[CH:11]=[C:12]([CH3:13])[C:8]([C:5]2[CH:6]=[CH:7][C:2]([F:1])=[CH:3][CH:4]=2)=[C:9]1[C:14]([O:16][CH2:17][CH3:18])=[O:15])[C:22]1[CH:27]=[CH:26][CH:25]=[CH:24][CH:23]=1 |f:1.2|. Procedure details: A solution of ethyl 3-(4-fluorophenyl)-4-methyl-1H-pyrrole-2-carboxylate (5.5 g, 22.26 mmol) in DMF (12 mL) was added to a mixture of 60% NaH (1.1 g, 33.39 mmol) in dry DMF (20 mL) at 0° C. under a N2 atmosphere and the mixture was stirred for 15 min. Benzyl bromide (2.9 mL, 24.49 mmol) was added and it was stirred at 80° C. for 12 h. The reaction mixture was cooled to 0° C., quenched with brine (20 mL), diluted with water (50 mL) and extracted with EtOAc (3×50 mL). The combined organic layers w... Starting materials: BrC1=CC=C(C=C1)S(=O)(=O)NC1=C(SC=C1)C(=O)OC (Methyl 3-(4-bromophenylsulfonamido)thiophene-2-carboxylate), [OH-].[Na+] (sodium hydroxide), CO (methanol). Solvent: O1CCCC1 (tetrahydrofuran). Conditions: temperature 65 celsius. Product: BrC1=CC=C(C=C1)S(=O)(=O)NC1=C(SC=C1)C(=O)O (3-(4-Bromophenylsulfonamido)thiophene-2-carboxylic acid). Isolated yield 9.3%. As a reaction SMILES: [Br:1][C:2]1[CH:7]=[CH:6][C:5]([S:8]([NH:11][C:12]2[CH:16]=[CH:15][S:14][C:13]=2[C:17]([O:19]C)=[O:18])(=[O:10])=[O:9])=[CH:4][CH:3]=1.[OH-].[Na+].CO>O1CCCC1>[Br:1][C:2]1[CH:3]=[CH:4][C:5]([S:8]([NH:11][C:12]2[CH:16]=[CH:15][S:14][C:13]=2[C:17]([OH:19])=[O:18])(=[O:9])=[O:10])=[CH:6][CH:7]=1 |f:1.2|. Reported procedure: To a solution of 74 (0.20 g; 5.32 mmol) in tetrahydrofuran (2.7 mL) were added aqueous sodium hydroxide (2.7 mL; 2N) and methanol (1.4 mL), sequentially. The reaction mixture was heated at 65° C. for 18 hours, allowed to cool to room temperature, and then extracted with aqueous sodium hydroxide (20 mL; 2N). The aqueous layer was washed with diethyl ether (30 mL×2), acidified with aqueous hydrochloric acid (20 mL; 6N), and extracted with dichloromethane (40 mL). The organic layer was successively... Starting materials: O=C1N(CN(C12CCN(CC2)C(=O)OC(C)(C)C)C2=CC=CC=C2)CC2=CC(=CC=C2)C(=O)OCC(N2CCCCC2)=O (tert-Butyl 4-oxo-3-(3-((2-oxo-2-(piperidin-1-yl)ethoxy)carbonyl)benzyl)-1-phenyl-1,3,8-triazaspiro[4.5]decane-8-carboxylate), solution, Cl (HCl). Run in O1CCOCC1 (dioxane). Reaction conditions: time 2 hour. Product: O=C1N(CN(C12CCNCC2)C2=CC=CC=C2)CC=2C=C(C(=O)OCC(N1CCCCC1)=O)C=CC2 (2-oxo-2-(piperidin-1-yl)ethyl 3-((4-oxo-1-phenyl-1,3,8-triazaspiro[4.5]decan-3-yl)methyl)benzoate), hydrochloride salt. RXN SMILES: [O:1]=[C:2]1[C:6]2([CH2:11][CH2:10][N:9](C(OC(C)(C)C)=O)[CH2:8][CH2:7]2)[N:5]([C:19]2[CH:24]=[CH:23][CH:22]=[CH:21][CH:20]=2)[CH2:4][N:3]1[CH2:25][C:26]1[CH:31]=[CH:30][CH:29]=[C:28]([C:32]([O:34][CH2:35][C:36](=[O:43])[N:37]2[CH2:42][CH2:41][CH2:40][CH2:39][CH2:38]2)=[O:33])[CH:27]=1.Cl>O1CCOCC1>[O:1]=[C:2]1[C:6]2([CH2:11][CH2:10][NH:9][CH2:8][CH2:7]2)[N:5]([C:19]2[CH:20]=[CH:21][CH:22]=[CH:23][CH:24]=2)[CH2:4][N:3]1[CH2:25][C:26]1[CH:27]=[C:28]([CH:29]=[CH:30][CH:31]=1)[C:32]([O:34][CH2:35][C:36](=[O:43])[N:37]1[CH2:38][CH2:39][CH2:40][CH2:41][CH2:42]1)=[O:33]. Reported procedure: To tert-Butyl 4-oxo-3-(3-((2-oxo-2-(piperidin-1-yl)ethoxy)carbonyl)benzyl)-1-phenyl-1,3,8-triazaspiro[4.5]decane-8-carboxylate (0.17 g, 0.29 mmol) was added 4M solution of HCl in dioxane (3 mL). After stirring at room temperature for 2 hours, the reaction mixture was concentrated in vacuo to obtain 2-oxo-2-(piperidin-1-yl)ethyl 3-((4-oxo-1-phenyl-1,3,8-triazaspiro[4.5]decan-3-yl)methyl)benzoate as a hydrochloride salt. The reactants are FC(C(=O)O)(F)F (trifluoroacetic acid), FC1=C(OC=2N=C(C3=C(N2)OC(=N3)C3=CC(=C(OCC(=O)OC(C)(C)C)C(=C3)C)C)CCC)C=C(C=C1)F (tert-butyl {-4-[5-(2,5-difluorophenoxy)-7-propyloxazolo[5,4-d]pyrimidin-2-yl]-2,6-dimethylphenoxy}acetate). Run in ClCCl (dichloromethane). Run at time 16 hour. Product: FC1=C(OC=2N=C(C3=C(N2)OC(=N3)C3=CC(=C(OCC(=O)O)C(=C3)C)C)CCC)C=C(C=C1)F ({4-[5-(2,5-Difluorophenoxy)-7-propyloxazolo[5,4-d]pyrimidin-2-yl]-2,6-dimethylphenoxy}acetic acid). RXN SMILES: FC(F)(F)C(O)=O.[F:8][C:9]1[CH:44]=[CH:43][C:42]([F:45])=[CH:41][C:10]=1[O:11][C:12]1[N:13]=[C:14]([CH2:38][CH2:39][CH3:40])[C:15]2[N:20]=[C:19]([C:21]3[CH:35]=[C:34]([CH3:36])[C:24]([O:25][CH2:26][C:27]([O:29]C(C)(C)C)=[O:28])=[C:23]([CH3:37])[CH:22]=3)[O:18][C:16]=2[N:17]=1>ClCCl>[F:8][C:9]1[CH:44]=[CH:43][C:42]([F:45])=[CH:41][C:10]=1[O:11][C:12]1[N:13]=[C:14]([CH2:38][CH2:39][CH3:40])[C:15]2[N:20]=[C:19]([C:21]3[CH:22]=[C:23]([CH3:37])[C:24]([O:25][CH2:26][C:27]([OH:29])=[O:28])=[C:34]([CH3:36])[CH:35]=3)[O:18][C:16]=2[N:17]=1. Procedure: 55 μl of trifluoroacetic acid were added to a solution of 39 mg of tert-butyl {-4-[5-(2,5-difluorophenoxy)-7-propyloxazolo[5,4-d]pyrimidin-2-yl]-2,6-dimethylphenoxy}acetate in 0.4 ml of dichloromethane, and the mixture was stirred at room temperature for 16 h. The reaction was then concentrated under reduced pressure, and the residue was triturated with diisopropyl ether, filtered off with suction and dried. This gave 21 mg (60%) of the title compound.